This data is from the Open Reaction Database (ORD), a public repository of structured organic reaction records. The task is: describe an organic reaction: reactants, conditions, products, and yield Yields the product CCCCc1nc(CBr)cn1C(=O)OC(C)(C)C. Reaction SMILES: [C:1]([CH3:2])([CH3:3])([CH3:4])[O:5][C:6](=[O:7])[n:8]1[c:9]([CH2:15][CH2:16][CH2:17][CH3:18])[n:10][c:11]([CH2:13][OH:14])[cH:12]1.[C:38]([Br:39])([Br:40])([Br:41])[Br:42].[Cl:43][CH2:44][Cl:45].[c:19]1([P:20]([c:21]2[cH:22][cH:23][cH:24][cH:25][cH:26]2)[c:27]2[cH:28][cH:29][cH:30][cH:31][cH:32]2)[cH:33][cH:34][cH:35][cH:36][cH:37]1>>[C:1]([CH3:2])([CH3:3])([CH3:4])[O:5][C:6](=[O:7])[n:8]1[c:9]([CH2:15][CH2:16][CH2:17][CH3:18])[n:10][c:11]([CH2:13][Br:39])[cH:12]1. Reactants: CCCCc1nc(CO)cn1C(=O)OC(C)(C)C, BrC(Br)(Br)Br, ClCCl, c1ccc(P(c2ccccc2)c2ccccc2)cc1. The reactants are CS(=O)(=O)OCC#CC=1SC=CC1 (3-(2-Thienyl)-2-propynyl methanesulfonate), C(C1=CC=CC=C1)=O (benzaldehyde), N (ammonia). Solvent: C1(=CC=CC=C1)C (toluene). Run at time 22 hour. The product is C(C1=CC=CC=C1)=NCC#CC=1SC=CC1 (N-benzylidene-3-(2-thienyl)-2-propynylamine). The yield is 58.0%. RXN SMILES: CS(O[CH2:6][C:7]#[C:8][C:9]1[S:10][CH:11]=[CH:12][CH:13]=1)(=O)=O.[CH:14](=O)[C:15]1[CH:20]=[CH:19][CH:18]=[CH:17][CH:16]=1.[NH3:22]>C1(C)C=CC=CC=1>[CH:14](=[N:22][CH2:6][C:7]#[C:8][C:9]1[S:10][CH:11]=[CH:12][CH:13]=1)[C:15]1[CH:20]=[CH:19][CH:18]=[CH:17][CH:16]=1. Procedure: 3-(2-Thienyl)-2-propynyl methanesulfonate (2.47 g, 11.4 mmol) and benzaldehyde (1.51 g, 14.3 mmol) were dissolved in 15.9 g of toluene and an aqueous 28% ammonia solution (5.89 g, 97 mol) was added dropwise at 23° C. over one hour to the solution, followed by stirring at the same temperature for 22 hours. After separating, the resultant organic phase was washed with water and concentrated to obtain 18.7 g of a toluene solution containing 1.49 g (yield: 60%) of N-benzylidene-3-(2-thienyl)-2-propy... Reactants: C(C)C1NC(NC1C(=O)O)=O (4-ethyl-2-oxoimidazolidine-5-carboxylic acid), COC1=C(C=CC=C1)OC (1,2-dimethoxybenzene). Reaction conditions: temperature 100 celsius. The product is COC=1C=C(C(=O)C2NC(NC2CC)=O)C=CC1OC (4-(3,4-Dimethoxybenzoyl)-5-ethyl-2-imidazolidinone). Reaction SMILES: [CH2:1]([CH:3]1[CH:7]([C:8]([OH:10])=O)[NH:6][C:5](=[O:11])[NH:4]1)[CH3:2].[CH3:12][O:13][C:14]1[CH:19]=[CH:18][CH:17]=[CH:16][C:15]=1[O:20][CH3:21]>>[CH3:12][O:13][C:14]1[CH:19]=[C:18]([CH:17]=[CH:16][C:15]=1[O:20][CH3:21])[C:8]([CH:7]1[CH:3]([CH2:1][CH3:2])[NH:4][C:5](=[O:11])[NH:6]1)=[O:10]. Procedure details: In 100 g PPA are suspended 15.8 g 4-ethyl-2-oxoimidazolidine-5-carboxylic acid and 13.8 g 1,2-dimethoxybenzene. The mixture is rapidly stirred and heated for 5 hours at 100° C. The reaction mixture is quenched with water and the product separates as a solid. The solid is collected and washed with water and dried. Purification is effected by chromatography over silica gel. Reactants: CC1=CNC=2C(=CC(=C(C12)C(=O)C1=NC2=C(N1)C=CC(=C2)C#N)C)C (2-(3,5,7-trimethyl-1H-indole-4-carbonyl)-1H-benzo[d]imidazole-5-carbonitrile), [Li+].[BH4-] (LiBH4), C1CCOC1 (THF). Product: OC(C1=NC2=C(N1)C=CC(=C2)C#N)C2=C1C(=CNC1=C(C=C2C)C)C ((±)-2-(Hydroxy(3,5,7-trimethyl-1H-indol-4-yl)methyl)-1H-benzo[d]imidazole-5-carbonitrile). Reaction SMILES: [CH3:1][C:2]1[C:10]2[C:9]([C:11]([C:13]3[NH:17][C:16]4[CH:18]=[CH:19][C:20]([C:22]#[N:23])=[CH:21][C:15]=4[N:14]=3)=[O:12])=[C:8]([CH3:24])[CH:7]=[C:6]([CH3:25])[C:5]=2[NH:4][CH:3]=1.[Li+].[BH4-].C1COCC1>>[OH:12][CH:11]([C:9]1[C:8]([CH3:24])=[CH:7][C:6]([CH3:25])=[C:5]2[C:10]=1[C:2]([CH3:1])=[CH:3][NH:4]2)[C:13]1[NH:17][C:16]2[CH:18]=[CH:19][C:20]([C:22]#[N:23])=[CH:21][C:15]=2[N:14]=1 |f:1.2|. Procedure: A solution of 2-(3,5,7-trimethyl-1H-indole-4-carbonyl)-1H-benzo[d]imidazole-5-carbonitrile (20 mg, 0.061 mmol) and LiBH4 in THF (2M, 2 mL, 4.00 mmol) was stirred at 50° C. for 2 h. The reaction mixture was cooled to room temperature. The mixture was quenched by half satd. aq. KHSO4 and basified by 5% NaHCO3. The layers were separated and the aqueous layer was extracted with CH2Cl2/2,2,2-trifluoroethanol (c.a. 9/1). The organic phase was washed with H2O and brine, dried over Na2SO4, and filtered.... The reactants are CCCBr, CN(C)C=O, [H-], [Na+], O=C1CC(c2ccccc2)Cc2[nH]ccc21. Yields the product CCCn1ccc2c1CC(c1ccccc1)CC2=O. As a reaction SMILES: [Br:19][CH2:20][CH2:21][CH3:22].[CH3:23][N:24]([CH3:25])[CH:26]=[O:27].[H-:1].[Na+:2].[c:3]1([CH:9]2[CH2:10][C:11](=[O:18])[c:12]3[cH:13][cH:14][nH:15][c:16]3[CH2:17]2)[cH:4][cH:5][cH:6][cH:7][cH:8]1>>[c:3]1([CH:9]2[CH2:10][C:11](=[O:18])[c:12]3[cH:13][cH:14][n:15]([CH2:20][CH2:21][CH3:22])[c:16]3[CH2:17]2)[cH:4][cH:5][cH:6][cH:7][cH:8]1. The reactants are FCBr, CC#N, [K+], [K+], O=C([O-])[O-], O=C(C1COc2ccccc2O1)N1CCCC(c2cccc(O)c2)C1, c1cc[nH+]cc1. Product: O=C(C1COc2ccccc2O1)N1CCCC(c2cccc(OCF)c2)C1. Reaction SMILES: [Br:7][CH2:8][F:9].[C:41](#[N:42])[CH3:43].[K+:35].[K+:36].[O-:37][C:38]([O-:39])=[O:40].[O:10]1[CH:11]([C:20](=[O:21])[N:22]2[CH2:23][CH:24]([c:28]3[cH:29][c:30]([OH:34])[cH:31][cH:32][cH:33]3)[CH2:25][CH2:26][CH2:27]2)[CH2:12][O:13][c:14]2[c:15]1[cH:16][cH:17][cH:18][cH:19]2.[nH+:1]1[cH:2][cH:3][cH:4][cH:5][cH:6]1>>[CH2:8]([F:9])[O:34][c:30]1[cH:29][c:28]([CH:24]2[CH2:23][N:22]([C:20]([CH:11]3[O:10][c:15]4[c:14]([cH:19][cH:18][cH:17][cH:16]4)[O:13][CH2:12]3)=[O:21])[CH2:27][CH2:26][CH2:25]2)[cH:33][cH:32][cH:31]1. Starting materials: O=C([O-])[O-], CC(CO[Si](C)(C)C(C)(C)C)Oc1cc(O)cc(C(=O)Nc2nccs2)c1, [Cs+], [Cs+], O=C(c1ccc(Br)cn1)N1CCC1. Product: CC(CO[Si](C)(C)C(C)(C)C)Oc1cc(Oc2ccc(C(=O)N3CCC3)nc2)cc(C(=O)Nc2nccs2)c1. RXN SMILES: [C:1](=[O:2])([O-:3])[O-:4].[CH3:7][C:8]([CH3:9])([CH3:10])[Si:11]([O:12][CH2:13][CH:14]([CH3:15])[O:16][c:17]1[cH:18][c:19]([C:20](=[O:21])[NH:22][c:23]2[s:24][cH:25][cH:26][n:27]2)[cH:28][c:29]([OH:31])[cH:30]1)([CH3:32])[CH3:33].[Cs+:5].[Cs+:6].[N:34]1([C:38](=[O:39])[c:40]2[n:41][cH:42][c:43]([Br:46])[cH:44][cH:45]2)[CH2:35][CH2:36][CH2:37]1>>[CH3:7][C:8]([CH3:9])([CH3:10])[Si:11]([O:12][CH2:13][CH:14]([CH3:15])[O:16][c:17]1[cH:18][c:19]([C:20](=[O:21])[NH:22][c:23]2[s:24][cH:25][cH:26][n:27]2)[cH:28][c:29]([O:31][c:43]2[cH:42][n:41][c:40]([C:38]([N:34]3[CH2:35][CH2:36][CH2:37]3)=[O:39])[cH:45][cH:44]2)[cH:30]1)([CH3:32])[CH3:33]. Starting materials: NC1=C(C=C(C(=C1)Br)F)O (2-amino-4-bromo-5-fluorophenol), C1CCOC1 (THF), C1=CN(C=N1)C(=O)N2C=CN=C2 (CDI). The solvent is CCOC(=O)C (EtOAc). Conditions: temperature 60 celsius. Product: BrC=1C(=CC2=C(NC(O2)=O)C1)F (5-bromo-6-fluorobenzo[d]oxazol-2(3H)-one). As a reaction SMILES: [NH2:1][C:2]1[CH:7]=[C:6]([Br:8])[C:5]([F:9])=[CH:4][C:3]=1[OH:10].C1C[O:14][CH2:13]C1.C1N=CN(C(N2C=NC=C2)=O)C=1>CCOC(C)=O>[Br:8][C:6]1[C:5]([F:9])=[CH:4][C:3]2[O:10][C:13](=[O:14])[NH:1][C:2]=2[CH:7]=1. Procedure: A flask was charged with 2-amino-4-bromo-5-fluorophenol (3.3 g, 18.84 mmol) and THF (200 mL), and CDI (3.05 g, 18.84 mmol) was added. The mixture was heated to 60° C. for 2 h. The mixture was diluted with EtOAc and washed with 1N HCl in water. The organic phase was dried over Na2SO4 and concentrated to give 5-bromo-6-fluorobenzo[d]oxazol-2(3H)-one. 1H NMR (400 MHz, DMSO-d6) δppm 7.38 (d, J=6.06 Hz, 1H) 7.56 (d, J=8.34 Hz, 1H) 11.88 (br. s., 1H).